This data is from the Open Reaction Database (ORD), a public repository of structured organic reaction records. The task is: describe an organic reaction: reactants, conditions, products, and yield The reactants are C1(=CC=CC=C1)N(C(CC)=O)[C@@H]1[C@@H](CNCC1)OC (cis-N-phenyl-N-(3-methoxy-4-piperidinyl)-propanamide), C1(=CC=CC=C1)CCBr (phenylethyl bromide), C([O-])([O-])=O.[K+].[K+] (potassium carbonate). The solvent is C(C)#N (acetonitrile). Yields the product C1(=CC=CC=C1)N(C(CC)=O)[C@@H]1[C@@H](CN(CC1)C(C)C1=CC=CC=C1)OC (cis-N-phenyl-N-(1-phenylethyl-3-methoxy-4-piperidinyl)propanamide). The yield is 61.8%. RXN SMILES: [C:1]1([N:7]([C@H:12]2[CH2:17][CH2:16][NH:15][CH2:14][C@H:13]2[O:18][CH3:19])[C:8](=[O:11])[CH2:9][CH3:10])[CH:6]=[CH:5][CH:4]=[CH:3][CH:2]=1.[C:20]1([CH2:26][CH2:27]Br)[CH:25]=[CH:24][CH:23]=[CH:22][CH:21]=1.C(=O)([O-])[O-].[K+].[K+]>C(#N)C>[C:1]1([N:7]([C@H:12]2[CH2:17][CH2:16][N:15]([CH:26]([C:20]3[CH:25]=[CH:24][CH:23]=[CH:22][CH:21]=3)[CH3:27])[CH2:14][C@H:13]2[O:18][CH3:19])[C:8](=[O:11])[CH2:9][CH3:10])[CH:6]=[CH:5][CH:4]=[CH:3][CH:2]=1 |f:2.3.4|. Procedure details: cis-N-Phenyl-N-(3-methoxy-4-piperidinyl)propanamide (8, 0.5 g, 1.9 mmol) from Example 6, phenylethyl bromide (0.40 g, 2.2 mmol) and 2.76 g (19 mmol) of potassium carbonate in 100 ml of acetonitrile were heated to reflux overnight. The reaction solution was concentrated under vacuum and the crude residue was purified by chromatography (silica gel; ethyl acetate) to yield 0.43 g (62%, Rf 0.326) of pure cis-N-phenyl-N-(1-phenylethyl-3-methoxy-4-piperidinyl)propanamide (I). Starting materials: BrCc1ccccc1, CCO, Cn1ccc(=S)cc1. Product: [Br-], C[n+]1ccc(SCc2ccccc2)cc1. RXN SMILES: [Br:1][CH2:2][c:3]1[cH:4][cH:5][cH:6][cH:7][cH:8]1.[CH3:17][CH2:18][OH:19].[CH3:9][n:10]1[cH:11][cH:12][c:13](=[S:16])[cH:14][cH:15]1>>[Br-:1].[CH2:2]([c:3]1[cH:4][cH:5][cH:6][cH:7][cH:8]1)[S:16][c:13]1[cH:12][cH:11][n+:10]([CH3:9])[cH:15][cH:14]1. Starting materials: C(CCCCCCCCCCC)NC=O (dodecylformamide), P(Cl)(Cl)(Cl)(Cl)Cl (phosphorus pentachloride), [OH-].[Na+] (sodium hydroxide), C(C)(C)NC(C)C (di-isopropylamine). Run in C1=CC=CC=C1 (benzene), O (water). Conditions: time 12 hour. Product: C(C)(C)N(C=NCCCCCCCCCCCC)C(C)C (N1,N 1 -diisopropyl-N2 -dodecyl-formamidine). RXN SMILES: [CH2:1]([NH:13][CH:14]=O)[CH2:2][CH2:3][CH2:4][CH2:5][CH2:6][CH2:7][CH2:8][CH2:9][CH2:10][CH2:11][CH3:12].P(Cl)(Cl)(Cl)(Cl)Cl.[CH:22]([NH:25][CH:26]([CH3:28])[CH3:27])([CH3:24])[CH3:23].[OH-].[Na+]>C1C=CC=CC=1.O>[CH:22]([N:25]([CH:26]([CH3:28])[CH3:27])[CH:14]=[N:13][CH2:1][CH2:2][CH2:3][CH2:4][CH2:5][CH2:6][CH2:7][CH2:8][CH2:9][CH2:10][CH2:11][CH3:12])([CH3:24])[CH3:23] |f:3.4|. Reported procedure: A solution of 213 g of dodecylformamide (1.0 mole) in 500 ml of anhydrous benzene is added dropwise at 20°-30° to a suspension of 208 g of phosphorus pentachloride (1.0 mole) in 750 ml of anhydrous benezne. After a further 12 hours of stirring at 30°, the reaction mixture is concentrated in vacuo to dryness. The residue is then dissolved in 100 ml of anhydrous benzene, and 202 g of di-isopropylamine (2.0 moles) added dropwise at 40°-50°. The whole is heated for 2 hours at 50°; water and ice are ... Starting materials: FC=1C(NC(NC1)=O)=S (5-fluoro-4-thioxo-3,4-dihydropyrimidin-2(1H)-one), C[O-].[Na+] (sodium methoxide), C(C=C)Br (allyl bromide). Run in CO (MeOH). Conditions: time 8 hour. The product is C(C=C)SC1=NC(NC=C1F)=O (4-(allylthio)-5-fluoropyrimidin-2(1H)-one). The yield is 38.0%. As a reaction SMILES: [F:1][C:2]1[C:3](=[S:9])[NH:4][C:5](=[O:8])[NH:6][CH:7]=1.C[O-].[Na+].[CH2:13](Br)[CH:14]=[CH2:15]>CO>[CH2:15]([S:9][C:3]1[C:2]([F:1])=[CH:7][NH:6][C:5](=[O:8])[N:4]=1)[CH:14]=[CH2:13] |f:1.2|. Procedure details: This material was prepared by the procedure described in Tetrahedron 1985, 41, 5289-5293. To a solution of 5-fluoro-4-thioxo-3,4-dihydropyrimidin-2(1H)-one (12.4 g, 84.9 mmol) and sodium methoxide (4.54 g, 84.9 mmol) in MeOH (100 mL) was added dropwise allyl bromide (10.27 g, 84.9 mmol) at room temperature. The reaction mixture was stirred overnight at room temperature. After removal of solvent, the residue was purified by normal phase chromatography (gradient, 10 to 33% EtOAc/hexane), to give 4... Reactants: CC(C)(C)OC(=O)N1CC(COC(c2ccccc2)(c2ccccc2)c2ccccc2)C(c2ccc(COCCOCc3ccccc3)cc2)C(OCc2ccc3ccccc3c2)C1, ICCOCc1ccccc1, ClCCl, O=C(OC(=O)C(F)(F)F)C(F)(F)F, O=C(O)C(F)(F)F. The product is CC(C)(C)OC(=O)N1CC(CO)C(c2ccc(COCCOCc3ccccc3)cc2)C(OCc2ccc3ccccc3c2)C1. Reaction SMILES: [CH2:12]([c:13]1[cH:14][cH:15][cH:16][cH:17][cH:18]1)[O:19][CH2:20][CH2:21][O:22][CH2:23][c:24]1[cH:25][cH:26][c:27]([CH:30]2[CH:31]([O:64][CH2:65][c:66]3[cH:67][c:68]4[cH:69][cH:70][cH:71][cH:72][c:73]4[cH:74][cH:75]3)[CH2:32][N:33]([C:57](=[O:58])[O:59][C:60]([CH3:61])([CH3:62])[CH3:63])[CH2:34][CH:35]2[CH2:36][O:37][C:38]([c:39]2[cH:40][cH:41][cH:42][cH:43][cH:44]2)([c:45]2[cH:46][cH:47][cH:48][cH:49][cH:50]2)[c:51]2[cH:52][cH:53][cH:54][cH:55][cH:56]2)[cH:28][cH:29]1.[CH2:1]([O:2][CH2:3][CH2:4][I:5])[c:6]1[cH:7][cH:8][cH:9][cH:10][cH:11]1.[CH2:96]([Cl:97])[Cl:98].[F:83][C:84]([F:85])([F:86])[C:87]([O:88][C:89](=[O:90])[C:91]([F:92])([F:93])[F:94])=[O:95].[OH:76][C:77]([C:78]([F:79])([F:80])[F:81])=[O:82]>>[CH2:12]([c:13]1[cH:14][cH:15][cH:16][cH:17][cH:18]1)[O:19][CH2:20][CH2:21][O:22][CH2:23][c:24]1[cH:25][cH:26][c:27]([CH:30]2[CH:31]([O:64][CH2:65][c:66]3[cH:67][c:68]4[cH:69][cH:70][cH:71][cH:72][c:73]4[cH:74][cH:75]3)[CH2:32][N:33]([C:57](=[O:58])[O:59][C:60]([CH3:61])([CH3:62])[CH3:63])[CH2:34][CH:35]2[CH2:36][OH:37])[cH:28][cH:29]1. The yield is 100.0%. The product is ClCCC(=O)C1=C(C=C(C(=C1)Cl)O)O (3-chloro-1-(5-chloro-2,4-dihydroxyphenyl)propan-1-one). Reactants: ClC1=C(C=C(C=C1)O)O (4-chlorobenzene-1,3-diol), ClCCC(=O)O (3-chloropropanoic acid), C(C)(=O)OCC (ethyl acetate). Reported procedure: A solution of 4-chlorobenzene-1,3-diol (100 g, 692 mmol) and 3-chloropropanoic acid (75.1 g, 692 mmol) in trifluoromethanesulfonic acid (295 mL) was stirred at 75° C. for 30 minutes. The reaction was cooled to ambient temperature and slowly poured into a 2 L beaker filled with ice. To the slurry was added ethyl acetate (1200 mL) with stirring until all solids dissolved. The mixture was poured into a reparatory funnel, the aqueous layer was removed and the organic layer was washed with water. The... Reaction SMILES: [Cl:1][C:2]1[CH:7]=[CH:6][C:5]([OH:8])=[CH:4][C:3]=1[OH:9].[Cl:10][CH2:11][CH2:12][C:13](O)=[O:14].C(OCC)(=O)C>FC(F)(F)S(O)(=O)=O>[Cl:10][CH2:11][CH2:12][C:13]([C:6]1[CH:7]=[C:2]([Cl:1])[C:3]([OH:9])=[CH:4][C:5]=1[OH:8])=[O:14]. The solvent is FC(S(=O)(=O)O)(F)F (trifluoromethanesulfonic acid). The reactants are COC(=O)c1cc([N+](=O)[O-])ccc1-c1ccc(Br)cc1, CO, [Cl-], [NH4+], [Zn]. The product is COC(=O)c1cc(N)ccc1-c1ccc(Br)cc1. RXN SMILES: [Br:3][c:4]1[cH:5][cH:6][c:7](-[c:10]2[c:11]([C:19](=[O:20])[O:21][CH3:22])[cH:12][c:13]([N+:16]([O-:17])=[O:18])[cH:14][cH:15]2)[cH:8][cH:9]1.[CH3:23][OH:24].[Cl-:1].[NH4+:2].[Zn:25]>>[Br:3][c:4]1[cH:5][cH:6][c:7](-[c:10]2[c:11]([C:19](=[O:20])[O:21][CH3:22])[cH:12][c:13]([NH2:16])[cH:14][cH:15]2)[cH:8][cH:9]1. Starting materials: OC1(C=2C=CC(=CC2CCC1)C(=O)[O-])C=1SC(=CN1)C1=NC(=CC(=C1)C)NC1=NC=CC(=C1)OC (5-hydroxy-5-(5-(6-((4-methoxypyridin-2-yl)amino)-4-methylpyridin-2-yl)thiazol-2-yl)-5,6,7,8-tetrahydronaphthalene-2-carboxylate), [OH-].[Na+] (sodium hydroxide). Run in CO (MeOH). Yields the product OC1(C=2C=CC(=CC2CCC1)C(=O)O)C=1SC(=CN1)C1=NC(=CC(=C1)C)NC1=NC=CC(=C1)OC (5-hydroxy-5-(5-(6-((4-methoxypyridin-2-yl)amino)-4-methylpyridin-2-yl)thiazol-2-yl)-5,6,7,8-tetrahydronaphthalene-2-carboxylic acid). As a reaction SMILES: [OH:1][C:2]1([C:15]2[S:16][C:17]([C:20]3[CH:25]=[C:24]([CH3:26])[CH:23]=[C:22]([NH:27][C:28]4[CH:33]=[C:32]([O:34][CH3:35])[CH:31]=[CH:30][N:29]=4)[N:21]=3)=[CH:18][N:19]=2)[CH2:11][CH2:10][CH2:9][C:8]2[CH:7]=[C:6]([C:12]([O-:14])=[O:13])[CH:5]=[CH:4][C:3]1=2.[OH-].[Na+]>CO>[OH:1][C:2]1([C:15]2[S:16][C:17]([C:20]3[CH:25]=[C:24]([CH3:26])[CH:23]=[C:22]([NH:27][C:28]4[CH:33]=[C:32]([O:34][CH3:35])[CH:31]=[CH:30][N:29]=4)[N:21]=3)=[CH:18][N:19]=2)[CH2:11][CH2:10][CH2:9][C:8]2[CH:7]=[C:6]([C:12]([OH:14])=[O:13])[CH:5]=[CH:4][C:3]1=2 |f:1.2|. Reported procedure: To a solution of methyl (R or S)-5-hydroxy-5-(5-(6-((4-methoxypyridin-2-yl)amino)-4-methylpyridin-2-yl)thiazol-2-yl)-5,6,7,8-tetrahydronaphthalene-2-carboxylate (fast or slow enantiomer from step 2, 101 mg, 0.2 mmol) in MeOH (6 mL) was added a solution of sodium hydroxide (2 mL, 0.3 M, 0.6 mmol) and the mixture was heated to reflux for 1 hour. Methanol was removed under reduced pressure and the residue was diluted with 10 mL of water. The pH was adjusted to 6 with 1 M HCl, during which time a pr... Starting materials: CCCCCCCCCCCCCCCCNc1ccc(C(=O)O)cc1, ClCCl, CC(O)CO. Yields the product CCCCCCCCCCCCCCCCNc1ccc(C(=O)OCC(C)O)cc1. As a reaction SMILES: [CH2:1]([CH2:2][CH2:3][CH2:4][CH2:5][CH2:6][CH2:7][CH2:8][CH2:9][CH2:10][CH2:11][CH2:12][CH2:13][CH2:14][CH2:15][CH3:16])[NH:17][c:18]1[cH:19][cH:20][c:21]([C:22](=[O:23])[OH:24])[cH:25][cH:26]1.[CH2:32]([Cl:33])[Cl:34].[OH:27][CH2:28][CH:29]([CH3:30])[OH:31]>>[CH2:1]([CH2:2][CH2:3][CH2:4][CH2:5][CH2:6][CH2:7][CH2:8][CH2:9][CH2:10][CH2:11][CH2:12][CH2:13][CH2:14][CH2:15][CH3:16])[NH:17][c:18]1[cH:19][cH:20][c:21]([C:22](=[O:23])[O:24][CH2:28][CH:29]([CH3:30])[OH:31])[cH:25][cH:26]1. Reactants: ClC1C=2C(=C(C=CC2C=C2[NH+]1CCC1=CC3=C(C=C21)OCO3)OC)OC (8-chloro-9,10-dimethoxy-5,6-dihydro-[1,3]dioxolo[4,5-g]isoquino[3,2-a]isoquinolin-7-ylium), [Cl-] (chloride), butyl-1,4-dimagnesium bromide. The solvent is O1CCCC1 (tetrahydrofuran). Reaction conditions: temperature 0 celsius, time 30 minute. Product: COC1=C(C=CC=2C=C3N(CCC4=CC5=C(C=C34)OCO5)C5(C12)CCCC5)OC (9′,10′-dimethoxy-5′,6′-dihydrospiro[cyclopentane-1,8′-[1,3]dioxolo[4,5-g]isoquino[3,2-a]isoquinoline]). Yield: 10.0%. RXN SMILES: Cl[CH:2]1[NH+:11]2[CH2:12][CH2:13][C:14]3[C:19]([C:10]2=[CH:9][C:8]2[CH:7]=[CH:6][C:5]([O:23][CH3:24])=[C:4]([O:25][CH3:26])[C:3]1=2)=[CH:18][C:17]1[O:20][CH2:21][O:22][C:16]=1[CH:15]=3.[Cl-]>O1CCCC1>[CH3:26][O:25][C:4]1[C:3]2[C:2]3([CH2:7][CH2:8][CH2:3][CH2:2]3)[N:11]3[CH2:12][CH2:13][C:14]4[C:19]([C:10]3=[CH:9][C:8]=2[CH:7]=[CH:6][C:5]=1[O:23][CH3:24])=[CH:18][C:17]1[O:20][CH2:21][O:22][C:16]=1[CH:15]=4. Procedure details: To a suspension of 8-chloro-9,10-dimethoxy-5,6-dihydro-[1,3]dioxolo[4,5-g]isoquino[3,2-a]isoquinolin-7-ylium; chloride (1.34 g, 3.3 mmol) in anhydrous tetrahydrofuran (100 mL) at 0° C. was added butyl-1,4-dimagnesium bromide solution (3 M in tetrahydrofuran, 17.4 mL, 4.95 mmol) dropwise. After stirring at 0° C. for 30 min, the reaction was quenched by adding saturated aqueous ammonium chloride solution (30 mL). The mixture was extracted with diethyl ether (2×100 mL), washed with brine, dried ove...